This data is from the Open Reaction Database (ORD), a public repository of structured organic reaction records. The task is: describe an organic reaction: reactants, conditions, products, and yield The reactants are BrC1=NN(C2=CC(=CC=C12)C=1SC2=C(N1)C=C(C(=C2C2=CC=C(C=C2)Cl)[C@@H](C(=O)OCC)OC(C)(C)C)C)C ((S)-ethyl 2-(2-(3-bromo-1-methyl-1H-indazol-6-yl)-7-(4-chlorophenyl)-5-methylbenzo[d]thiazol-6-yl)-2-tert-butoxyacetate), NC1=NN(C2=CC=C(C=C12)C=1SC2=C(N1)C=C(C(=C2C2=CC=C(C=C2)Cl)[C@@H](C(=O)OCC)OC(C)(C)C)C)C ((S)-ethyl 2-(2-(3-amino-1-methyl-1H-indazol-5-yl)-7-(4-chlorophenyl)-5-methylbenzo[d]thiazol-6-yl)-2-tert-butoxyacetate). Product: BrC1=NN(C2=CC=C(C=C12)C=1SC2=C(N1)C=C(C(=C2C2=CC=C(C=C2)Cl)[C@@H](C(=O)OCC)OC(C)(C)C)C)C ((S)-ethyl 2-(2-(3-bromo-1-methyl-1H-indazol-5-yl)-7-(4-chlorophenyl)-5-methylbenzo[d]thiazol-6-yl)-2-tert-butoxyacetate). As a reaction SMILES: [Br:1]C1C2C(=CC(C3SC4C(C5C=CC(Cl)=CC=5)=C([C@H](OC(C)(C)C)C(OCC)=O)C(C)=CC=4N=3)=CC=2)N(C)N=1.N[C:41]1[C:49]2[C:44](=[CH:45][CH:46]=[C:47]([C:50]3[S:51][C:52]4[C:58]([C:59]5[CH:64]=[CH:63][C:62]([Cl:65])=[CH:61][CH:60]=5)=[C:57]([C@H:66]([O:72][C:73]([CH3:76])([CH3:75])[CH3:74])[C:67]([O:69][CH2:70][CH3:71])=[O:68])[C:56]([CH3:77])=[CH:55][C:53]=4[N:54]=3)[CH:48]=2)[N:43]([CH3:78])[N:42]=1>>[Br:1][C:41]1[C:49]2[C:44](=[CH:45][CH:46]=[C:47]([C:50]3[S:51][C:52]4[C:58]([C:59]5[CH:64]=[CH:63][C:62]([Cl:65])=[CH:61][CH:60]=5)=[C:57]([C@H:66]([O:72][C:73]([CH3:76])([CH3:75])[CH3:74])[C:67]([O:69][CH2:70][CH3:71])=[O:68])[C:56]([CH3:77])=[CH:55][C:53]=4[N:54]=3)[CH:48]=2)[N:43]([CH3:78])[N:42]=1. Reported procedure: prepared in a manner similar to (S)-ethyl 2-(2-(3-bromo-1-methyl-1H-indazol-6-yl)-7-(4-chlorophenyl)-5-methylbenzo[d]thiazol-6-yl)-2-tert-butoxyacetate except using (S)-ethyl 2-(2-(3-amino-1-methyl-1H-indazol-5-yl)-7-(4-chlorophenyl)-5-methylbenzo[d]thiazol-6-yl)-2-tert-butoxyacetate instead of (S)-ethyl 2-(2-(3-amino-1-methyl-1H-indazol-6-yl)-7-(4-chlorophenyl)-5-methylbenzo[d]thiazol-6-yl)-2-tert-butoxyacetate. LCMS-ESI+: calc'd for C30H29BrClN3O3S: 626.1, 628.1, 630.1 (M+H+); Found; 626.1, 62... Starting materials: [N+](=O)([O-])C=1C=C(C=CC1)CS(=O)(=O)CCO (2-(3-Nitro-phenylmethanesulfonyl)-ethanol), [H][H] (hydrogen). Reagents/catalysts: [Ni] (Ni). The solvent is CO (methanol). Yields the product NC=1C=C(C=CC1)CS(=O)(=O)CCO (2-(3-amino-phenylmethanesulfonyl)-ethanol). Yield: 71.8%. Reaction SMILES: [N+:1]([C:4]1[CH:5]=[C:6]([CH2:10][S:11]([CH2:14][CH2:15][OH:16])(=[O:13])=[O:12])[CH:7]=[CH:8][CH:9]=1)([O-])=O.[H][H]>CO.[Ni]>[NH2:1][C:4]1[CH:5]=[C:6]([CH2:10][S:11]([CH2:14][CH2:15][OH:16])(=[O:13])=[O:12])[CH:7]=[CH:8][CH:9]=1. Reported procedure: 2-(3-Nitro-phenylmethanesulfonyl)-ethanol (0.8 g, 3.3 mmol) (Harms, Wolfgang et al., Ger. Offen. (1995), DE 4402189 A1, 19950727) was placed in a hydrogenation flask and dissolved in methanol (100 mL). After the addition of Raney-Ni (200 mg) the mixture was allowed to shake at a hydrogen pressure of 70 psi at 50° C. for 4 hours. Then the catalyst was removed by filtration and washed with methanol. The methanol solutions were combined and the solvent evaporated under reduced pressure. The crude p...